Dataset: the Open Reaction Database (ORD), a public repository of structured organic reaction records. Task: describe an organic reaction: reactants, conditions, products, and yield The reactants are C(C)(C)[N-]C(C)C.[Li+] (lithium diisopropylamide), O1CCC(CC1)=O (dihydro-2H-pyran-4(3H)-one), ClC=1N=C(C2=C(N1)C=CC(=N2)CP(OC)(OC)=O)N2CCOCC2 (dimethyl (2-chloro-4-morpholinopyrido[3,2-d]pyrimidin-6-yl)methylphosphonate). The solvent is O1CCCC1 (tetrahydrofuran), C1CCOC1 (THF), C1CCOC1 (THF). Run at time 1 hour. Product: O1CCC(CC1)=CC=1C=CC=2N=C(N=C(C2N1)N1CCOCC1)Cl (4-(6-((2H-pyran-4(3H,5H,6H)-ylidene)methyl)-2-chloropyrido[3,2-d]pyrimidin-4-yl)morpholine). Reaction SMILES: [Cl:1][C:2]1[N:3]=[C:4]([N:19]2[CH2:24][CH2:23][O:22][CH2:21][CH2:20]2)[C:5]2[N:11]=[C:10]([CH2:12]P(=O)(OC)OC)[CH:9]=[CH:8][C:6]=2[N:7]=1.C([N-]C(C)C)(C)C.[Li+].[O:33]1[CH2:38][CH2:37][C:36](=O)[CH2:35][CH2:34]1>C1COCC1>[O:33]1[CH2:38][CH2:37][C:36](=[CH:12][C:10]2[CH:9]=[CH:8][C:6]3[N:7]=[C:2]([Cl:1])[N:3]=[C:4]([N:19]4[CH2:20][CH2:21][O:22][CH2:23][CH2:24]4)[C:5]=3[N:11]=2)[CH2:35][CH2:34]1 |f:1.2|. Procedure: To a suspension of dimethyl (2-chloro-4-morpholinopyrido[3,2-d]pyrimidin-6-yl)methylphosphonate from Example 117 (0.45 g) in anhydrous THF (6 mL) at 0° C. was added 2.0 M of lithium diisopropylamide in tetrahydrofuran (1.5 eq). The resulting solution was allowed to warm to RT before adding a solution of dihydro-2H-pyran-4(3H)-one (1.5 eq) in anhydrous THF (3 mL). The reaction mixture was stirred at room temperature for 1 h, then partitioned between brine and Ethyl Acetate. The organic layer was ... The reactants are C1(=C(C=CC=C1)NC1=C(C=CC=C1)C)C (di-o-tolylamine), C1(=C(C=CC=C1)NC1=C(C=CC=C1)C)C (di-o-tolylamine), IC1=CC=CC=C1 (iodobenzene), P(C(C)(C)C)(C(C)(C)C)C(C)(C)C (P(t-Bu)3), CC(C)([O-])C.[Na+] (sodium tert-butoxide). The reagents and catalysts are CC(=O)[O-].CC(=O)[O-].[Pd+2] (Pd(OAc)2). Run in C1(=CC=CC=C1)C (toluene). Run at temperature 120 celsius. The product is CC1=C(N(C2=C(C=CC=C2)C)C2=CC=CC=C2)C=CC=C1 (2-methyl-N-phenyl-N-(o-tolyl)aniline). Yield: 98.0%. RXN SMILES: [C:1]1([CH3:15])[CH:6]=[CH:5][CH:4]=[CH:3][C:2]=1[NH:7][C:8]1[CH:13]=[CH:12][CH:11]=[CH:10][C:9]=1[CH3:14].I[C:17]1[CH:22]=[CH:21][CH:20]=[CH:19][CH:18]=1.P(C(C)(C)C)(C(C)(C)C)C(C)(C)C.CC(C)([O-])C.[Na+]>C1(C)C=CC=CC=1.CC([O-])=O.CC([O-])=O.[Pd+2]>[CH3:15][C:1]1[CH:6]=[CH:5][CH:4]=[CH:3][C:2]=1[N:7]([C:17]1[CH:22]=[CH:21][CH:20]=[CH:19][CH:18]=1)[C:8]1[CH:13]=[CH:12][CH:11]=[CH:10][C:9]=1[CH3:14] |f:3.4,6.7.8|. Procedure: A mixture of di-o-tolylamine (Compound 9) (6.00 g, 30.4 mmol), iodobenzene (12.2 g, 60 mmol), Pd(OAc)2 (0.34 g, 1.5 mmol), P(t-Bu)3 (0.6 g, 3 mmol), sodium tert-butoxide (5.76 g, 60 mmol) in toluene (120 mL) was degassed and heated at about 120° C. for 40 hours. The resulting mixture was diluted with ethyl acetate (200 mL), washed with brine, dried over Na2SO4, loaded on silica gel and purified by flash column using eluents of hexanes to give a white solid (Compound 10) (8.2 g, in 98% yield). The reactants are [Cl-], O=C(O)C1CC1(Cl)Cl, Nc1ccc(C2=NNC(=O)CC2)cc1, C1CCOC1. Yields the product O=C1CCC(c2ccc(NC(=O)C3CC3(Cl)Cl)cc2)=NN1. RXN SMILES: [Cl-:15].[Cl:16][C:17]1([Cl:23])[CH:18]([C:20](=[O:21])[OH:22])[CH2:19]1.[NH2:1][c:2]1[cH:3][cH:4][c:5]([C:8]2=[N:13][NH:12][C:11](=[O:14])[CH2:10][CH2:9]2)[cH:6][cH:7]1.[O:24]1[CH2:25][CH2:26][CH2:27][CH2:28]1>>[NH:1]([c:2]1[cH:3][cH:4][c:5]([C:8]2=[N:13][NH:12][C:11](=[O:14])[CH2:10][CH2:9]2)[cH:6][cH:7]1)[C:20]([CH:18]1[C:17]([Cl:16])([Cl:23])[CH2:19]1)=[O:21]. The reactants are CCOCC, Cl, Cc1cc(F)ccc1C=O, COc1cc(O)cc(F)c1, [H-], [Na+], CN(C)C=O. Product: COc1cc(F)cc(Oc2ccc(C=O)c(C)c2)c1. Reaction SMILES: [CH3:29][CH2:30][O:31][CH2:32][CH3:33].[ClH:23].[F:13][c:14]1[cH:15][c:16]([CH3:22])[c:17]([CH:18]=[O:19])[cH:20][cH:21]1.[F:1][c:2]1[cH:3][c:4]([OH:10])[cH:5][c:6]([O:8][CH3:9])[cH:7]1.[H-:12].[Na+:11].[O:24]=[CH:25][N:26]([CH3:27])[CH3:28]>>[F:1][c:2]1[cH:3][c:4]([O:10][c:14]2[cH:15][c:16]([CH3:22])[c:17]([CH:18]=[O:19])[cH:20][cH:21]2)[cH:5][c:6]([O:8][CH3:9])[cH:7]1.